Task: describe an organic reaction: reactants, conditions, products, and yield. Dataset: the Open Reaction Database (ORD), a public repository of structured organic reaction records Reactants: [NH4+].[Cl-] (NH4Cl), [BH4-].[Na+] (NaBH4), NC1=NN=NN1 (5-aminotetrazole), BrCC(=O)OCC (ethyl bromoacetate), C(=O)([O-])[O-].[Cs+].[Cs+] (Cs2CO3), crude product, FC(C=1C=C(C=O)C=C(C1)C(F)(F)F)(F)F (3,5-bis(trifluoromethyl)benzaldehyde). The solvent is O (water), CCO (EtOH), C(C)#N (acetonitrile), C1(=CC=CC=C1)C (toluene). Reaction conditions: temperature 50 celsius. The product is FC(C=1C=C(CNC=2N=NN(N2)CCO)C=C(C1)C(F)(F)F)(F)F (2-(5-{N-[3,5-bis(trifluoromethyl)benzyl]amino}tetrazol-2-yl)ethanol). RXN SMILES: [NH2:1][C:2]1[NH:6][N:5]=[N:4][N:3]=1.BrCC([O:11][CH2:12][CH3:13])=O.C([O-])([O-])=O.[Cs+].[Cs+].[F:20][C:21]([F:35])([F:34])[C:22]1[CH:23]=[C:24]([CH:27]=[C:28]([C:30]([F:33])([F:32])[F:31])[CH:29]=1)[CH:25]=O.[BH4-].[Na+].[NH4+].[Cl-]>C(#N)C.C1(C)C=CC=CC=1.O.CCO>[F:20][C:21]([F:34])([F:35])[C:22]1[CH:23]=[C:24]([CH:27]=[C:28]([C:30]([F:33])([F:31])[F:32])[CH:29]=1)[CH2:25][NH:1][C:2]1[N:3]=[N:4][N:5]([CH2:13][CH2:12][OH:11])[N:6]=1 |f:2.3.4,6.7,8.9|. Procedure: A mixture of 5-aminotetrazole (10.0 g, 0.12 mol), ethyl bromoacetate (20.0 g, 0.12 mol), and Cs2CO3 (40.0 g, 0.13 mol) in acetonitrile (220 mL) is stirred and refluxed for 5 hours. The mixture is cooled to 50° C. and filtrated. The resulting filtrate is concentrated to give the crude coupling product. The mixture of the crude product and 3,5-bis(trifluoromethyl)benzaldehyde (25.0 g, 0.10 mol) in toluene (220 mL) is stirred and refluxed for 5 hours. After cooling to room temperature, the resultin... Starting materials: C(C)(=O)C=1COC2=C(C1)C=C(C=C2)OC2=CC=CC=C2 (3-acetyl-6-phenoxy-2H-1-benzopyran), Cl.NO (hydroxylamine hydrochloride). Solvent: CCO.N1=CC=CC=C1 (EtOH pyridine). Reaction conditions: time 2 day. The product is C(C)(C=1COC2=C(C1)C=C(C=C2)OC2=CC=CC=C2)=NO (3-acetyl-6-phenoxy-2H-1-benzopyran oxime). As a reaction SMILES: [C:1]([C:4]1[CH2:5][O:6][C:7]2[CH:13]=[CH:12][C:11]([O:14][C:15]3[CH:20]=[CH:19][CH:18]=[CH:17][CH:16]=3)=[CH:10][C:8]=2[CH:9]=1)(=O)[CH3:2].Cl.[NH2:22][OH:23]>CCO.N1C=CC=CC=1>[C:1](=[N:22][OH:23])([C:4]1[CH2:5][O:6][C:7]2[CH:13]=[CH:12][C:11]([O:14][C:15]3[CH:20]=[CH:19][CH:18]=[CH:17][CH:16]=3)=[CH:10][C:8]=2[CH:9]=1)[CH3:2] |f:1.2,3.4|. Reported procedure: The ketone (2.53 g, 9.5 mmol) is dissolved in 90 ml of an EtOH/pyridine mixture (1:1), and treated with hydroxylamine hydrochloride (0.99 g, 14.3 mmol). The mixture is stirred for 2 days. The reaction mixture is partitioned between ether and water, and the aqueous layer is extracted twice with ether. The combined organic layer is then washed twice with 2N HCl and water, dried (MgSO4), and evaporated. The residue is purified by flash chromatography (10% EtOAc/hexane) to give 3-acetyl-6-phenoxy-2H... Reactants: BrCc1ccccc1, O=C([O-])[O-], CC(=O)Nc1ccc(C(C)=O)c(O)c1, [Cs+], [Cs+], CN(C)C=O. Yields the product CC(=O)Nc1ccc(C(C)=O)c(OCc2ccccc2)c1. As a reaction SMILES: [Br:1][CH2:2][c:3]1[cH:4][cH:5][cH:6][cH:7][cH:8]1.[C:23](=[O:24])([O-:25])[O-:26].[C:9]([CH3:10])(=[O:11])[c:12]1[c:13]([OH:22])[cH:14][c:15]([NH:18][C:19]([CH3:20])=[O:21])[cH:16][cH:17]1.[Cs+:27].[Cs+:28].[O:29]=[CH:30][N:31]([CH3:32])[CH3:33]>>[CH2:2]([c:3]1[cH:4][cH:5][cH:6][cH:7][cH:8]1)[O:22][c:13]1[c:12]([C:9]([CH3:10])=[O:11])[cH:17][cH:16][c:15]([NH:18][C:19]([CH3:20])=[O:21])[cH:14]1. The reactants are N(=O)OCCC(C)C (isoamyl nitrite), NC=1SC(=CN1)C(=O)OCC (2-amino-5-(ethoxycarbonyl)thiazole). The solvent is CN(C)C=O (DMF), CN(C)C=O (DMF), C1CCOC1 (THF). Reaction conditions: temperature 25 celsius. Yields the product C(C)OC(=O)C1=CN=CS1 (5-(Ethoxycarbonyl)thiazole). Reaction SMILES: N[C:2]1[S:3][C:4]([C:7]([O:9][CH2:10][CH3:11])=[O:8])=[CH:5][N:6]=1.N(OCCC(C)C)=O>CN(C=O)C.C1COCC1>[CH2:10]([O:9][C:7]([C:4]1[S:3][CH:2]=[N:6][CH:5]=1)=[O:8])[CH3:11]. Procedure: A solution of 2-amino-5-(ethoxycarbonyl)thiazole (50 g, 0.29 mmol) in a mixture of DMF (83 mL) and THF (317 mL) was added dropwise over 87 minutes to a stirred 41° C. solution of isoamyl nitrite (59 mL, 0.44 mol) in DMF (130 mL). A maximum temperature of 60° C. was observed during the exothermic addition. After another 40 minutes the THF was removed under vacuum at 45° C. The concentrated DMF solution was cooled to 25° C. and diluted with toluene (420 mL) and water (440 mL). The toluene layer wa... Reactants: COC=1C=C2C(=CC(OC2=CC1)=O)NC1CCNCC1 (6-Methoxy-4-(piperidin-4-ylamino)-chromen-2-one), CI (methyl iodide), N1C=CC2=CC(=CC=C12)C=O (indole-5-carboxaldehyde), material, [H-].[Na+] (NaH). Run in CN(C)C=O (DMF). Conditions: temperature 0 celsius, time 45 minute. Product: COC=1C=C2C(=CC(OC2=CC1)=O)N(C)C1CCN(CC1)CC=1C=C2C=CNC2=CC1 (6-Methoxy-4-[N-methylindole-5-ylmethyl-piperidin-4-ylamino]chromen-2-one). As a reaction SMILES: [CH3:1][O:2][C:3]1[CH:4]=[C:5]2[C:10](=[CH:11][CH:12]=1)[O:9][C:8](=[O:13])[CH:7]=[C:6]2[NH:14][CH:15]1[CH2:20][CH2:19][NH:18][CH2:17][CH2:16]1.[NH:21]1[C:29]2[C:24](=[CH:25][C:26]([CH:30]=O)=[CH:27][CH:28]=2)[CH:23]=[CH:22]1.[H-].[Na+].[CH3:34]I>CN(C=O)C>[CH3:1][O:2][C:3]1[CH:4]=[C:5]2[C:10](=[CH:11][CH:12]=1)[O:9][C:8](=[O:13])[CH:7]=[C:6]2[N:14]([CH:15]1[CH2:20][CH2:19][N:18]([CH2:30][C:26]2[CH:25]=[C:24]3[C:29](=[CH:28][CH:27]=2)[NH:21][CH:22]=[CH:23]3)[CH2:17][CH2:16]1)[CH3:34] |f:2.3|. Procedure details: 6-Methoxy-4-(piperidin-4-ylamino)-chromen-2-one and indole-5-carboxaldehyde were allowed to react under reductive alkylation conditions to give a crude beige product. After trituration of the crude product with hot ethyl acetate, filtration and concentration, the resulting partially-purified white powder was carried on to the subsequent alkylation step. A solution of this material (202 mg, 0.5 mmol) in 2 mL DMF under nitrogen at 0° C., was treated with NaH (60% dispersion in mineral oil, 50 mg, ...